This data is from the Open Reaction Database (ORD), a public repository of structured organic reaction records. The task is: describe an organic reaction: reactants, conditions, products, and yield Reactants: COC([C@H](CC1=C(C=C(C=C1)OCC=1N=C(OC1C)C1=CC=C(C=C1)OC(C)C)CC)OCC)=O ((S)-2-ethoxy-3-{2-ethyl-4-[2-(4-isopropoxy-phenyl)-5-methyl-oxazol-4-ylmethoxy]-phenyl}-propionic acid methyl ester), [Li+].[OH-] (LiOH). The product is C(C)O[C@H](C(=O)O)CC1=C(C=C(C=C1)OCC=1N=C(OC1C)C1=CC=C(C=C1)OC(C)C)CC ((S)-2-ethoxy-3-{2-ethyl-4-[2-(4-isopropoxy-phenyl)-5-methyl-oxazol-4-ylmethoxy]-phenyl}-propionic acid). RXN SMILES: C[O:2][C:3](=[O:35])[C@@H:4]([O:32][CH2:33][CH3:34])[CH2:5][C:6]1[CH:11]=[CH:10][C:9]([O:12][CH2:13][C:14]2[N:15]=[C:16]([C:20]3[CH:25]=[CH:24][C:23]([O:26][CH:27]([CH3:29])[CH3:28])=[CH:22][CH:21]=3)[O:17][C:18]=2[CH3:19])=[CH:8][C:7]=1[CH2:30][CH3:31].[Li+].[OH-]>>[CH2:33]([O:32][C@@H:4]([CH2:5][C:6]1[CH:11]=[CH:10][C:9]([O:12][CH2:13][C:14]2[N:15]=[C:16]([C:20]3[CH:21]=[CH:22][C:23]([O:26][CH:27]([CH3:29])[CH3:28])=[CH:24][CH:25]=3)[O:17][C:18]=2[CH3:19])=[CH:8][C:7]=1[CH2:30][CH3:31])[C:3]([OH:35])=[O:2])[CH3:34] |f:1.2|. Procedure: In analogy to the procedure described in example 1 g], (S)-2-ethoxy-3-{2-ethyl-4-[2-(4-isopropoxy-phenyl)-5-methyl-oxazol-4-ylmethoxy]-phenyl}-propionic acid methyl ester was treated with LiOH to obtain (S)-2-ethoxy-3-{2-ethyl-4-[2-(4-isopropoxy-phenyl)-5-methyl-oxazol-4-ylmethoxy]-phenyl}-propionic acid as colorless liquid.